This data is from the Open Reaction Database (ORD), a public repository of structured organic reaction records. The task is: describe an organic reaction: reactants, conditions, products, and yield The reactants are C(C1=CC=CC=C1)OC(=O)N[C@H](C(=O)OC(C)(C)C)CSC[C@@H](CO)O ((R)-tert-butyl 2-(benzyloxycarbonylamino)-3-((R)-2,3-dihydroxypropylthio)propanoate), C(CCCCCCC)N=C=O (Octyl isocyanate). Reagents/catalysts: CN(C)C=1C=CN=CC1 (DMAP). Run in C1=CC=CC=C1 (benzene). Reaction conditions: temperature 40 celsius, time 8 hour. Yields the product C(C1=CC=CC=C1)OC(=O)N[C@H](C(=O)OC(C)(C)C)CSC[C@@H](COC(NCCCCCCCC)=O)OC(NCCCCCCCC)=O ((R)-tert-butyl 2-(benzyloxycarbonylamino)-3-((R)-2,3-bis(octylcarbamoyloxy)propylthio)propanoate). Reaction SMILES: [CH2:1]([O:8][C:9]([NH:11][C@@H:12]([CH2:20][S:21][CH2:22][C@H:23]([OH:26])[CH2:24][OH:25])[C:13]([O:15][C:16]([CH3:19])([CH3:18])[CH3:17])=[O:14])=[O:10])[C:2]1[CH:7]=[CH:6][CH:5]=[CH:4][CH:3]=1.[CH2:27]([N:35]=[C:36]=[O:37])[CH2:28][CH2:29][CH2:30][CH2:31][CH2:32][CH2:33][CH3:34]>C1C=CC=CC=1.CN(C1C=CN=CC=1)C>[CH2:1]([O:8][C:9]([NH:11][C@@H:12]([CH2:20][S:21][CH2:22][C@H:23]([O:26][C:36](=[O:37])[NH:35][CH2:27][CH2:28][CH2:29][CH2:30][CH2:31][CH2:32][CH2:33][CH3:34])[CH2:24][O:25][C:36](=[O:37])[NH:35][CH2:27][CH2:28][CH2:29][CH2:30][CH2:31][CH2:32][CH2:33][CH3:34])[C:13]([O:15][C:16]([CH3:17])([CH3:18])[CH3:19])=[O:14])=[O:10])[C:2]1[CH:3]=[CH:4][CH:5]=[CH:6][CH:7]=1. Reported procedure: A solution of (R)-tert-butyl 2-(benzyloxycarbonylamino)-3-((R)-2,3-dihydroxypropylthio)propanoate (13) was stirred in anhydrous benzene (0.1 M) under nitrogen at room temperature. Octyl isocyanate (2.02 eq) and DMAP (dimethylaminopyridine, 2.02 eq) were added and the resulting mixture heated to 40° C. and stirred overnight. The reaction mixture was concentrated to remove benzene then reconstituted in DCM and purified by flash chromatography on a COMBIFLASH® system (ISCO) using a gradient of 0-50...